describe an organic reaction: reactants, conditions, products, and yield From a dataset of the Open Reaction Database (ORD), a public repository of structured organic reaction records. Starting materials: CCO, CCOC(=O)Cc1ccc(-n2nc(C(F)(F)F)c3c2CCCC3)cc1, [Na+], [OH-], O. Product: O=C(O)Cc1ccc(-n2nc(C(F)(F)F)c3c2CCCC3)cc1. Reaction SMILES: [CH3:29][CH2:30][OH:31].[F:1][C:2]([c:3]1[n:4][n:5](-[c:12]2[cH:13][cH:14][c:15]([CH2:18][C:19](=[O:20])[O:21][CH2:22][CH3:23])[cH:16][cH:17]2)[c:6]2[c:11]1[CH2:10][CH2:9][CH2:8][CH2:7]2)([F:24])[F:25].[Na+:27].[OH-:26].[OH2:28]>>[F:1][C:2]([c:3]1[n:4][n:5](-[c:12]2[cH:13][cH:14][c:15]([CH2:18][C:19](=[O:20])[OH:21])[cH:16][cH:17]2)[c:6]2[c:11]1[CH2:10][CH2:9][CH2:8][CH2:7]2)([F:24])[F:25].